From a dataset of the Open Reaction Database (ORD), a public repository of structured organic reaction records. describe an organic reaction: reactants, conditions, products, and yield Starting materials: FC1=C(OCC2CCNCC2)C=CC=C1 (4-(2-fluorophenoxymethyl)piperidine), C(C)(=O)C1=NC=CN=C1OC (2-acetyl-3-methoxypyrazine), O (Water), [BH4-].[Na+] (sodium borohydride). The solvent is CO (methanol), CC([O-])C.CC([O-])C.CC([O-])C.CC([O-])C.[Ti+4] (titanium (IV) tetraisopropoxide), C(C)(=O)OCC (ethyl acetate). Reaction conditions: time 8 hour. Product: FC1=C(OCC2CCN(CC2)C(C)C2=NC=CN=C2OC)C=CC=C1 (2-[1-[4-(2-Fluorophenoxymethyl)piperidino]ethyl]-3-methoxypyrazine). The yield is 11.0%. Reaction SMILES: [F:1][C:2]1[CH:15]=[CH:14][CH:13]=[CH:12][C:3]=1[O:4][CH2:5][CH:6]1[CH2:11][CH2:10][NH:9][CH2:8][CH2:7]1.[C:16]([C:19]1[C:24]([O:25][CH3:26])=[N:23][CH:22]=[CH:21][N:20]=1)(=O)[CH3:17].[BH4-].[Na+].O>CO.CC(C)[O-].CC(C)[O-].CC(C)[O-].CC(C)[O-].[Ti+4].C(OCC)(=O)C>[F:1][C:2]1[CH:15]=[CH:14][CH:13]=[CH:12][C:3]=1[O:4][CH2:5][CH:6]1[CH2:7][CH2:8][N:9]([CH:16]([C:19]2[C:24]([O:25][CH3:26])=[N:23][CH:22]=[CH:21][N:20]=2)[CH3:17])[CH2:10][CH2:11]1 |f:2.3,6.7.8.9.10|. Reported procedure: After dissolving 1.09 g of 4-(2-fluorophenoxymethyl)piperidine in 15 ml of methanol, 1.53 ml of titanium (IV) tetraisopropoxide and 400 mg of 2-acetyl-3-methoxypyrazine [CAS No. 56343-40-9] were added and the mixture was stirred overnight at room temperature. The reaction solution was cooled on ice, 148 mg of sodium borohydride was added and the mixture was stirred for 5 hours at room temperature. Water and ethyl acetate were added to the reaction solution and the mixture was filtered with celit...